This data is from the Open Reaction Database (ORD), a public repository of structured organic reaction records. The task is: describe an organic reaction: reactants, conditions, products, and yield The reactants are CCN=C=NCCCN(C)C, Cl, CCCCC(Cc1ccc(OCCN)cc1)C(=O)OCC, O, O=C(O)c1c[nH]c2ccccc12, On1nnc2ccccc21. Yields the product CCCCC(Cc1ccc(OCCNC(=O)c2c[nH]c3ccccc23)cc1)C(=O)OCC. As a reaction SMILES: [CH3:35][N:36]([CH3:37])[CH2:38][CH2:39][CH2:40][N:41]=[C:42]=[N:43][CH2:44][CH3:45].[ClH:34].[NH2:1][CH2:2][CH2:3][O:4][c:5]1[cH:6][cH:7][c:8]([CH2:11][CH:12]([C:13](=[O:14])[O:15][CH2:16][CH3:17])[CH2:18][CH2:19][CH2:20][CH3:21])[cH:9][cH:10]1.[OH2:46].[OH:22][C:23](=[O:24])[c:25]1[cH:26][nH:27][c:28]2[cH:29][cH:30][cH:31][cH:32][c:33]12.[OH:47][n:48]1[c:49]2[cH:50][cH:51][cH:52][cH:53][c:54]2[n:55][n:56]1>>[NH:1]([CH2:2][CH2:3][O:4][c:5]1[cH:6][cH:7][c:8]([CH2:11][CH:12]([C:13](=[O:14])[O:15][CH2:16][CH3:17])[CH2:18][CH2:19][CH2:20][CH3:21])[cH:9][cH:10]1)[C:23](=[O:22])[c:25]1[cH:26][nH:27][c:28]2[cH:29][cH:30][cH:31][cH:32][c:33]12. Starting materials: BrB(Br)Br, COc1cc2c(=O)c(C)cn3c4cc(Br)ccc4c(c1)c23, ClCCl, O. Yields the product Cc1cn2c3cc(Br)ccc3c3cc(O)cc(c1=O)c32. Reaction SMILES: [B:22]([Br:23])([Br:24])[Br:25].[Br:1][c:2]1[cH:3][c:4]2[n:5]3[c:6]4[c:7]([cH:8][c:9]([O:15][CH3:16])[cH:10][c:11]4[c:12]2[cH:13][cH:14]1)[c:17](=[O:21])[c:18]([CH3:20])[cH:19]3.[CH2:27]([Cl:28])[Cl:29].[OH2:26]>>[Br:1][c:2]1[cH:3][c:4]2[n:5]3[c:6]4[c:7]([cH:8][c:9]([OH:15])[cH:10][c:11]4[c:12]2[cH:13][cH:14]1)[c:17](=[O:21])[c:18]([CH3:20])[cH:19]3. The reactants are CS(=O)(=O)c1ccc(C(=O)NN)cc1, Cc1c(NC(C(=O)O)C(C)O)ccc(C#N)c1Cl. Yields the product Cc1c(NC(C(=O)N(N)C(=O)c2ccc(S(C)(=O)=O)cc2)C(C)O)ccc(C#N)c1Cl. Reaction SMILES: [CH3:19][S:20](=[O:21])(=[O:22])[c:23]1[cH:24][cH:25][c:26]([C:27](=[O:28])[NH:29][NH2:30])[cH:31][cH:32]1.[Cl:1][c:2]1[c:3]([CH3:18])[c:4]([NH:10][CH:11]([C:12](=[O:13])[OH:14])[CH:15]([CH3:16])[OH:17])[cH:5][cH:6][c:7]1[C:8]#[N:9]>>[Cl:1][c:2]1[c:3]([CH3:18])[c:4]([NH:10][CH:11]([C:12](=[O:14])[N:29]([C:27]([c:26]2[cH:25][cH:24][c:23]([S:20]([CH3:19])(=[O:21])=[O:22])[cH:32][cH:31]2)=[O:28])[NH2:30])[CH:15]([CH3:16])[OH:17])[cH:5][cH:6][c:7]1[C:8]#[N:9]. Starting materials: C(C)N1N=CC=2C1=NC(=C(C2C=2C=NC=C(C2)C)/C=C/C(=O)OCC)COC (ethyl (2E)-3-[1-ethyl-6-(methoxymethyl)-4-(5-methyl-3-pyridyl)-1H-pyrazolo[3,4-b]pyridin-5-yl]acrylate), [OH-].[Na+] (NaOH), Cl (HCl). Solvent: [Cl-].[Na+].O (brine), CCO (EtOH). Conditions: temperature 40 celsius, time 1 hour. The product is C(C)N1N=CC=2C1=NC(=C(C2C=2C=NC=C(C2)C)/C=C/C(=O)O)COC ((2E)-3-[1-ethyl-6-(methoxymethyl)-4-(5-methyl-3-pyridyl)-1H-pyrazolo[3,4-b]pyridin-5-yl]acrylic acid). Isolated yield 54.0%. Reaction SMILES: [CH2:1]([N:3]1[C:7]2=[N:8][C:9]([CH2:26][O:27][CH3:28])=[C:10](/[CH:19]=[CH:20]/[C:21]([O:23]CC)=[O:22])[C:11]([C:12]3[CH:13]=[N:14][CH:15]=[C:16]([CH3:18])[CH:17]=3)=[C:6]2[CH:5]=[N:4]1)[CH3:2].[OH-].[Na+].Cl>CCO.[Cl-].[Na+].O>[CH2:1]([N:3]1[C:7]2=[N:8][C:9]([CH2:26][O:27][CH3:28])=[C:10](/[CH:19]=[CH:20]/[C:21]([OH:23])=[O:22])[C:11]([C:12]3[CH:13]=[N:14][CH:15]=[C:16]([CH3:18])[CH:17]=3)=[C:6]2[CH:5]=[N:4]1)[CH3:2] |f:1.2,5.6.7|. Procedure: To a stirred solution of ethyl (2E)-3-[1-ethyl-6-(methoxymethyl)-4-(5-methyl-3-pyridyl)-1H-pyrazolo[3,4-b]pyridin-5-yl]acrylate (30 mg) in EtOH (2 ml) was added 1N aqueous NaOH (0.16 ml) and the mixture was stirred at 40° C. for 1 hour. After cooling, the reaction mixture was acidified to pH3-4 by adding 1N HCl (0.16 ml). The mixture was diluted with brine and extracted with CHCl3. The organic layer was dried over anhydrous MgSO4 and concentrated in vacuo. The residue was purified by preparative... Reactants: CCCOc1c(OC)cc(C(O)CCC(O)c2cc(OC)c(OC)c(OC)c2)cc1[N+](=O)[O-], O, c1ccncc1. The product is CCCOc1c(OC)cc(C2CCC(c3cc(OC)c(OC)c(OC)c3)O2)cc1[N+](=O)[O-]. RXN SMILES: [CH3:1][O:2][c:3]1[cH:4][c:5]([CH:16]([CH2:17][CH2:18][CH:19]([OH:20])[c:21]2[cH:22][c:23]([O:31][CH3:32])[c:24]([O:29][CH3:30])[c:25]([O:27][CH3:28])[cH:26]2)[OH:33])[cH:6][c:7]([N+:13](=[O:14])[O-:15])[c:8]1[O:9][CH2:10][CH2:11][CH3:12].[OH2:34].[cH:35]1[cH:36][cH:37][n:38][cH:39][cH:40]1>>[CH3:1][O:2][c:3]1[cH:4][c:5]([CH:16]2[CH2:17][CH2:18][CH:19]([c:21]3[cH:22][c:23]([O:31][CH3:32])[c:24]([O:29][CH3:30])[c:25]([O:27][CH3:28])[cH:26]3)[O:20]2)[cH:6][c:7]([N+:13](=[O:14])[O-:15])[c:8]1[O:9][CH2:10][CH2:11][CH3:12]. Starting materials: CCS (EtSH), [Al+3].[Cl-].[Cl-].[Cl-] (AlCl3), C(=O)(OCC)CCC1=CC(OC2=C1C=CC(=C2)OC)=O (4-(2-carbethoxy-1-ethyl)-7-methoxy-2-oxo-2H-1-Benzopyran). The solvent is ClCCl (dichloromethane), ClCCl (dichloromethane). Run at time 3 hour. The product is C(=O)(OCC)CCC1=CC(OC2=C1C=CC(=C2)O)=O (4-(2-carbethoxy-1-ethyl)-7-hydroxy-2-oxo-2H-1-Benzopyran). Yield: 27.1%. Reaction SMILES: [Al+3].[Cl-].[Cl-].[Cl-].CCS.[C:8]([CH2:13][CH2:14][C:15]1[C:20]2[CH:21]=[CH:22][C:23]([O:25]C)=[CH:24][C:19]=2[O:18][C:17](=[O:27])[CH:16]=1)([O:10][CH2:11][CH3:12])=[O:9]>ClCCl>[C:8]([CH2:13][CH2:14][C:15]1[C:20]2[CH:21]=[CH:22][C:23]([OH:25])=[CH:24][C:19]=2[O:18][C:17](=[O:27])[CH:16]=1)([O:10][CH2:11][CH3:12])=[O:9] |f:0.1.2.3|. Procedure: To a suspension of 726 mg (5.4 mmol) of AlCl3 in 10 mL of dichloromethane at 0° C. was added 4 mL of EtSH. The suspension became a clear solution within seconds. Then, 298 mg (1.08 mmol) of 3 in 4 mL of dichloromethane was added, turning the yellow solution red in color. The ice bath was removed, and the reaction stirred to room temperature for 3 h. The solvents were removed in vacuo, and the residue thoroughly vacuum dried. The residue was extracted into EtOAc as much as possible, then the extr... Reactants: CCCC=CCC(C)CC(O)C#CC(C)O, CCO, [H][H], [Pd], c1ccc2ncccc2c1. The product is CCCC=CCC(C)CC(O)CCC(C)O. RXN SMILES: [CH3:11][CH:12]([CH2:13][CH:14]([C:15]#[C:16][CH:17]([CH3:18])[OH:19])[OH:20])[CH2:21][CH:22]=[CH:23][CH2:24][CH2:25][CH3:26].[CH3:29][CH2:30][OH:31].[H:27][H:28].[Pd:32].[cH:1]1[cH:2][c:3]2[c:4]([n:5][cH:6][cH:7][cH:8]2)[cH:9][cH:10]1>>[CH3:11][CH:12]([CH2:13][CH:14]([CH2:15][CH2:16][CH:17]([CH3:18])[OH:19])[OH:20])[CH2:21][CH:22]=[CH:23][CH2:24][CH2:25][CH3:26]. The reactants are FC1=C(C#N)C=CC(=C1)[N+](=O)[O-] (2-fluoro-4-nitrobenzonitrile), C(C)NCCN (N-ethylethylenediamine), C([O-])([O-])=O.[K+].[K+] (potassium carbonate). The solvent is C(C)#N (acetonitrile), O (water). Reaction conditions: time 16 hour. Product: CNCCNC1=C(C#N)C=CC(=C1)[N+](=O)[O-] (2-(2-methylamino-ethylamino)-4-nitro-benzonitrile). As a reaction SMILES: F[C:2]1[CH:9]=[C:8]([N+:10]([O-:12])=[O:11])[CH:7]=[CH:6][C:3]=1[C:4]#[N:5].[CH2:13]([NH:15][CH2:16][CH2:17][NH2:18])C.C(=O)([O-])[O-].[K+].[K+]>C(#N)C.O>[CH3:13][NH:15][CH2:16][CH2:17][NH:18][C:2]1[CH:9]=[C:8]([N+:10]([O-:12])=[O:11])[CH:7]=[CH:6][C:3]=1[C:4]#[N:5] |f:2.3.4|. Reported procedure: A mixture of 2-fluoro-4-nitrobenzonitrile (13.2 g), N-ethylethylenediamine (16 mL) and potassium carbonate (10 g) in acetonitrile (250 mL) was vigorously stirred for 16 hours resulting in the formation of an orange solid. The mixture was diluted with water and filtered. The precipitate was washed with water and dried to provide 2-(2-methylamino-ethylamino)-4-nitro-benzonitrile (10 g): 1H NMR (300 MHz, CDCl3) δ 7.65 (d, 1H), 7.55 (m, 2H), 5.8 (br, 1H), 3.4 (q, 2H), 3.1 (m, 2H), 2.8 (q, 2H), 1.2 (... The reactants are Cl.S1C=CC=2CNCCC21 (4,5,6,7-tetrahydro-thieno[3,2-c]pyridine hydrochloride), ( VI ), ( VII ), C(C1=CC=CC=C1)(C1=CC=CC=C1)(C1=CC=CC=C1)N1CC2=C(CC1)SC=C2 (5-trityl-4,5,6,7-tetrahydro-thieno[3,2-c]pyridine). The product is S1C=CC=2CNCCC21 (4,5,6,7-tetrahydro-thieno[3,2-c]pyridine). Reaction SMILES: Cl.[S:2]1[C:10]2[CH2:9][CH2:8][NH:7][CH2:6][C:5]=2[CH:4]=[CH:3]1.C(N1CCC2SC=CC=2C1)(C1C=CC=CC=1)(C1C=CC=CC=1)C1C=CC=CC=1>>[S:2]1[C:10]2[CH2:9][CH2:8][NH:7][CH2:6][C:5]=2[CH:4]=[CH:3]1 |f:0.1|. Reported procedure: The starting compound of the process is 4,5,6,7-tetrahydro-thieno[3,2-c]pyridine hydrochloride of the formula (VII), which is converted into 5-trityl-4,5,6,7-tetrahydro-thieno[3,2-c]pyridine of the formula (VI) without isolating the 4,5,6,7-tetrahydro-thieno[3,2-c]pyridine of the formula (VIIa). Reactants: Cc1cccc(N2CCNCC2)n1, ClCc1nc2cccnc2s1. Product: Cc1cccc(N2CCN(Cc3nc4cccnc4s3)CC2)n1. As a reaction SMILES: [CH3:12][c:13]1[cH:14][cH:15][cH:16][c:17]([N:19]2[CH2:20][CH2:21][NH:22][CH2:23][CH2:24]2)[n:18]1.[Cl:1][CH2:2][c:3]1[s:4][c:5]2[n:6][cH:7][cH:8][cH:9][c:10]2[n:11]1>>[CH2:2]([c:3]1[s:4][c:5]2[n:6][cH:7][cH:8][cH:9][c:10]2[n:11]1)[N:22]1[CH2:21][CH2:20][N:19]([c:17]2[cH:16][cH:15][cH:14][c:13]([CH3:12])[n:18]2)[CH2:24][CH2:23]1.